This data is from the Open Reaction Database (ORD), a public repository of structured organic reaction records. The task is: describe an organic reaction: reactants, conditions, products, and yield Starting materials: N#Cc1ccc(-c2ccc(C(=O)O)c(F)c2)s1, CC1CCCN1CC1CCCN1, CCN(C(C)C)C(C)C, CN(C)C=O, On1nnc2ccccc21. Yields the product CC1CCCN1CC1CCCN1C(=O)c1ccc(-c2ccc(C#N)s2)cc1F. As a reaction SMILES: [C:1](#[N:2])[c:3]1[cH:4][cH:5][c:6](-[c:8]2[cH:9][c:10]([F:17])[c:11]([C:12](=[O:13])[OH:14])[cH:15][cH:16]2)[s:7]1.[CH3:37][CH:38]1[N:39]([CH2:43][CH:44]2[NH:45][CH2:46][CH2:47][CH2:48]2)[CH2:40][CH2:41][CH2:42]1.[CH:28]([N:29]([CH2:30][CH3:31])[CH:32]([CH3:33])[CH3:34])([CH3:35])[CH3:36].[O:49]=[CH:50][N:51]([CH3:52])[CH3:53].[OH:18][n:19]1[c:20]2[c:21]([cH:22][cH:23][cH:24][cH:25]2)[n:26][n:27]1>>[C:1](#[N:2])[c:3]1[cH:4][cH:5][c:6](-[c:8]2[cH:9][c:10]([F:17])[c:11]([C:12](=[O:14])[N:45]3[CH:44]([CH2:43][N:39]4[CH:38]([CH3:37])[CH2:42][CH2:41][CH2:40]4)[CH2:48][CH2:47][CH2:46]3)[cH:15][cH:16]2)[s:7]1. Starting materials: CC(C)(C)OC(=O)N1CCC(N2CCc3ccccc32)C1, O=C1CCC(=O)N1Br, CN(C)C=O, O. Product: CC(C)(C)OC(=O)N1CCC(N2CCc3cc(Br)ccc32)C1. RXN SMILES: [N:1]1([CH:10]2[CH2:11][N:12]([C:15](=[O:16])[O:17][C:18]([CH3:19])([CH3:20])[CH3:21])[CH2:13][CH2:14]2)[CH2:2][CH2:3][c:4]2[cH:5][cH:6][cH:7][cH:8][c:9]21.[O:22]=[C:23]1[N:24]([Br:29])[C:25](=[O:26])[CH2:27][CH2:28]1.[O:30]=[CH:31][N:32]([CH3:33])[CH3:34].[OH2:35]>>[N:1]1([CH:10]2[CH2:11][N:12]([C:15](=[O:16])[O:17][C:18]([CH3:19])([CH3:20])[CH3:21])[CH2:13][CH2:14]2)[CH2:2][CH2:3][c:4]2[cH:5][c:6]([Br:29])[cH:7][cH:8][c:9]21. The product is BrC=1C(=NC=C(C(=O)NC2=CC=C(C=C2)SC(F)(F)F)C1)N(C)CCO (5-Bromo-6-((2-hydroxyethyl)(methyl)amino)-N-(4-((trifluoromethyl)thio)phenyl)nicotinamide). The reactants are BrC=1C(=NC=C(C(=O)NC2=CC=C(C=C2)SC(F)(F)F)C1)Cl (5-bromo-6-chloro-N-(4-((trifluoromethyl)thio)phenyl)nicotinamide), CNCCO (2-methylamino-ethanol). RXN SMILES: [Br:1][C:2]1[C:3](Cl)=[N:4][CH:5]=[C:6]([CH:21]=1)[C:7]([NH:9][C:10]1[CH:15]=[CH:14][C:13]([S:16][C:17]([F:20])([F:19])[F:18])=[CH:12][CH:11]=1)=[O:8].[CH3:23][NH:24][CH2:25][CH2:26][OH:27]>>[Br:1][C:2]1[C:3]([N:24]([CH2:25][CH2:26][OH:27])[CH3:23])=[N:4][CH:5]=[C:6]([CH:21]=1)[C:7]([NH:9][C:10]1[CH:15]=[CH:14][C:13]([S:16][C:17]([F:20])([F:19])[F:18])=[CH:12][CH:11]=1)=[O:8]. Procedure: The title compound was prepared in an analogous fashion to that described in Stage 22.1 using 5-bromo-6-chloro-N-(4-((trifluoromethyl)thio)phenyl)nicotinamide (Stage 25.2) and 2-methylamino-ethanol to afford an off-white crystalline solid. HPLC (Condition 4) tR=5.97 min, UPLC-MS (Condition 3) tR=1.18 min, m/z=450.2 [M+H]+.